Dataset: the Open Reaction Database (ORD), a public repository of structured organic reaction records. Task: describe an organic reaction: reactants, conditions, products, and yield Reactants: [Na] (sodium), O=C(CC(=O)OCC)CCC1=CC=CC=C1 (ethyl 3-oxo-5-phenylpentanoate), N1=CN=CN=C1 (1,3,5-triazine). The solvent is C(C)O (ethanol), C(C)O (ethanol). Reaction conditions: time 8 hour. Yields the product C(C1=CC=CC=C1)C1=CNC=C(C1=O)C(=O)OCC (Ethyl 3-benzyl-1,4-dihydro-4-oxo-5-pyridinecarboxylate). Yield: 71.2%. RXN SMILES: [Na].[O:2]=[C:3]([CH2:10][CH2:11][C:12]1[CH:17]=[CH:16][CH:15]=[CH:14][CH:13]=1)[CH2:4][C:5]([O:7][CH2:8][CH3:9])=[O:6].[N:18]1[CH:23]=NC=N[CH:19]=1>C(O)C>[CH2:11]([C:10]1[C:3](=[O:2])[C:4]([C:5]([O:7][CH2:8][CH3:9])=[O:6])=[CH:23][NH:18][CH:19]=1)[C:12]1[CH:13]=[CH:14][CH:15]=[CH:16][CH:17]=1 |^1:0|. Procedure details: To a solution of sodium (0.5835 g, 25.4 mmol) in ethanol (18 ml) under nitrogen, was added ethyl 3-oxo-5-phenylpentanoate (5.5752 g, 25.3 mmol) in ethanol (5 ml) and 1,3,5-triazine (2.0544 g, 25.3 mmol). The mixture was heated at reflux for 1 h, then allowed to cool. The solvent was removed in vacuo, and water (15 ml) was added to the residue. The pH was brought to 4 by the addition of concd HCl (3 ml) and the mixture was left overnight. The resulting solid was collected by filtration, washed wi... Reactants: B, CO, Cl, Cc1cc(C)c(-c2nc3c4c(nn3c(N)c2C#N)CSC4)c(C)c1, C1CCOC1, C1CCOC1. The product is Cc1cc(C)c(-c2nc3c4c(nn3c(N)c2CN)CSC4)c(C)c1. As a reaction SMILES: [BH3:30].[CH3:32][OH:33].[ClH:31].[NH2:1][c:2]1[c:3]([C:23]#[N:24])[c:4](-[c:14]2[c:15]([CH3:22])[cH:16][c:17]([CH3:21])[cH:18][c:19]2[CH3:20])[n:5][c:6]2[n:7]1[n:8][c:9]1[c:10]2[CH2:11][S:12][CH2:13]1.[O:25]1[CH2:26][CH2:27][CH2:28][CH2:29]1.[O:34]1[CH2:35][CH2:36][CH2:37][CH2:38]1>>[NH2:1][c:2]1[c:3]([CH2:23][NH2:24])[c:4](-[c:14]2[c:15]([CH3:22])[cH:16][c:17]([CH3:21])[cH:18][c:19]2[CH3:20])[n:5][c:6]2[n:7]1[n:8][c:9]1[c:10]2[CH2:11][S:12][CH2:13]1. RXN SMILES: [Na].[C:2]([O:10]CC)(=[O:9])[CH2:3][C:4]([O:6]CC)=[O:5].Br[CH:14](Br)[C:15]1[C:16]([CH3:21])=[CH:17][CH:18]=[CH:19][CH:20]=1>C(O)C.C(OCC)C>[CH2:21]1[C:16]2[C:15](=[CH:20][CH:19]=[CH:18][CH:17]=2)[CH2:14][C:3]1([C:4]([OH:6])=[O:5])[C:2]([OH:10])=[O:9] |^1:0|. Solvent: C(C)OCC (diethyl ether), C(C)O (ethyl alcohol), C(C)OCC (diethyl ether). Reported procedure: Sodium (3.7 g) was dissolved in 80 ml of ethyl alcohol, followed by the addition of 150 ml of diethyl ether. Diethyl malonate (12.5 ml) was added followed by 20 g of α, α-dibromo-o-xylene in 150 ml of diethyl ether with overhead stirring. The reaction was heated to reflux for 5 hours. The reaction was cooled, filtered, and the solvent was removed under vacuum. The residue was treated with a potassium hydroxide solution (20 g in 125 ml of water) and heated to reflux for 15 hours. The reaction was... Starting materials: BrC(C=1C(=CC=CC1)C)Br (α, α-dibromo-o-xylene), C(CC(=O)OCC)(=O)OCC (Diethyl malonate), [Na] (Sodium). Product: C1C(CC2=CC=CC=C12)(C(=O)O)C(=O)O (indan-2,2-dicarboxylic acid). The reactants are CC12CCC(C3(OC4=C(C31C)C=C(C=C4)C(C=4C=C3C=CC(=CC3=CC4)C(=O)OC)O)C)C2 (methyl 6-[(1,2,3,4-tetrahydro-1,4a,9b-trimethyl-1,4-methanodibenzofuran-8-yl)hydroxymethyl]-2-naphthoate), [OH-].[Na+] (sodium hydroxide), Cl (hydrochloric acid). Solvent: CO (methanol). Run at time 48 hour. Product: CC12CCC(C3(OC4=C(C31C)C=C(C=C4)C(C=4C=C3C=CC(=CC3=CC4)C(=O)O)O)C)C2 (6-[(1,2,3,4-tetrahydro-1,4a,9b-trimethyl-1,4-methanodibenzofuran-8-yl)hydroxymethyl]-2-naphthoic acid). Isolated yield 109.3%. Reaction SMILES: [CH3:1][C:2]12[CH2:33][CH:5]([C:6]3([CH3:32])[C:10]1([CH3:11])[C:9]1[CH:12]=[C:13]([CH:16]([OH:31])[C:17]4[CH:18]=[C:19]5[C:24](=[CH:25][CH:26]=4)[CH:23]=[C:22]([C:27]([O:29]C)=[O:28])[CH:21]=[CH:20]5)[CH:14]=[CH:15][C:8]=1[O:7]3)[CH2:4][CH2:3]2.[OH-].[Na+].Cl>CO>[CH3:1][C:2]12[CH2:33][CH:5]([C:6]3([CH3:32])[C:10]1([CH3:11])[C:9]1[CH:12]=[C:13]([CH:16]([OH:31])[C:17]4[CH:18]=[C:19]5[C:24](=[CH:25][CH:26]=4)[CH:23]=[C:22]([C:27]([OH:29])=[O:28])[CH:21]=[CH:20]5)[CH:14]=[CH:15][C:8]=1[O:7]3)[CH2:4][CH2:3]2 |f:1.2|. Reported procedure: 898 mg (2.03 mmol) of the ester obtained in Example 6, in 25 ml of methanol, were treated with 2 g of sodium hydroxide. The reaction mixture was maintained under stirring for 48 hours. The reaction mixture was poured into ice-cold water, acidified to pH 1 with concentrated hydrochloric acid and extracted with ethyl acetate. The organic phase was washed with water, dried over magnesium sulfate, filtered and evaporated to yield 951 mg (92%) of the expected compound, melting at 146°-148° C. Reactants: CCOC(=O)CCCBr, CC#N, CCN(C(C)C)C(C)C, COc1cccc(-c2c(C)n(Cc3c(F)cccc3C(F)(F)F)c(=O)n(CC(N)c3ccccc3)c2=O)c1F. The product is CCOC(=O)CCCNC(Cn1c(=O)c(-c2cccc(OC)c2F)c(C)n(Cc2c(F)cccc2C(F)(F)F)c1=O)c1ccccc1. Reaction SMILES: [Br:40][CH2:41][CH2:42][CH2:43][C:44](=[O:45])[O:46][CH2:47][CH3:48].[CH3:58][C:59]#[N:60].[CH:49]([N:50]([CH2:51][CH3:52])[CH:53]([CH3:54])[CH3:55])([CH3:56])[CH3:57].[NH2:1][CH:2]([CH2:3][n:4]1[c:5](=[O:33])[n:6]([CH2:21][c:22]2[c:23]([F:32])[cH:24][cH:25][cH:26][c:27]2[C:28]([F:29])([F:30])[F:31])[c:7]([CH3:20])[c:8](-[c:11]2[c:12]([F:19])[c:13]([O:17][CH3:18])[cH:14][cH:15][cH:16]2)[c:9]1=[O:10])[c:34]1[cH:35][cH:36][cH:37][cH:38][cH:39]1>>[NH:1]([CH:2]([CH2:3][n:4]1[c:5](=[O:33])[n:6]([CH2:21][c:22]2[c:23]([F:32])[cH:24][cH:25][cH:26][c:27]2[C:28]([F:29])([F:30])[F:31])[c:7]([CH3:20])[c:8](-[c:11]2[c:12]([F:19])[c:13]([O:17][CH3:18])[cH:14][cH:15][cH:16]2)[c:9]1=[O:10])[c:34]1[cH:35][cH:36][cH:37][cH:38][cH:39]1)[CH2:41][CH2:42][CH2:43][C:44](=[O:45])[O:46][CH2:47][CH3:48]. Starting materials: [Si](C)(C)(C(C)(C)C)OCC1=C(C=C(C=C1)Br)OC (2-(tert-Butyldimethylsilanyloxymethyl)-5-bromoanisole), [Li]CCCC (n-BuLi), solution, C(C1=CC=CC=C1)=O (Benzaldehyde), O (Water). Solvent: C1CCOC1 (THF). Conditions: temperature -78 celsius, time 1 hour. The product is [Si](C)(C)(C(C)(C)C)OCC1=C(C=C(C=C1)C(O)C1=CC=CC=C1)OC ([4-(tert-Butyldimethylsilanyloxymethyl)-3-methoxyphenyl]-phenylmethanol). The yield is 56.0%. Reaction SMILES: [Si:1]([O:8][CH2:9][C:10]1[CH:15]=[CH:14][C:13](Br)=[CH:12][C:11]=1[O:17][CH3:18])([C:4]([CH3:7])([CH3:6])[CH3:5])([CH3:3])[CH3:2].[Li]CCCC.[CH:24](=[O:31])[C:25]1[CH:30]=[CH:29][CH:28]=[CH:27][CH:26]=1.O>C1COCC1>[Si:1]([O:8][CH2:9][C:10]1[CH:15]=[CH:14][C:13]([CH:24]([C:25]2[CH:30]=[CH:29][CH:28]=[CH:27][CH:26]=2)[OH:31])=[CH:12][C:11]=1[O:17][CH3:18])([C:4]([CH3:7])([CH3:6])[CH3:5])([CH3:3])[CH3:2]. Procedure details: To 2-(tert-Butyldimethylsilanyloxymethyl)-5-bromoanisole (500 mg, 1.51 mmol) in THF (10 ml) at -78° C. was added n-BuLi (1.13 ml of a 1.6M solution in penthane, 1.81 mmol) and the mixture allowed to stir for 1 h at -78° C. Benzaldehyde (176 mg, 1.66 mmol) was added and the mixture allowed to warm to room temperature and stirred for 1 h. Water (20 ml) was added and the mixture extracted with ether (3×10 ml). The combined extracts were washed with water (10 ml), brine (10 ml), dried (Na2SO4) and e...